This data is from the Open Reaction Database (ORD), a public repository of structured organic reaction records. The task is: describe an organic reaction: reactants, conditions, products, and yield Yields the product O=Cc1ccc(Cl)c(-c2ccc(Cl)cc2)c1. Reactants: C1CCOC1, CC(C)C[AlH]CC(C)C, CON(C)C(=O)c1ccc(Cl)c(-c2ccc(Cl)cc2)c1. As a reaction SMILES: [CH2:30]1[O:31][CH2:32][CH2:33][CH2:34]1.[CH3:21][CH:22]([CH2:23][AlH:24][CH2:25][CH:26]([CH3:27])[CH3:28])[CH3:29].[Cl:1][c:2]1[cH:3][cH:4][c:5](-[c:8]2[cH:9][c:10]([C:15](=[O:16])[N:17]([O:18][CH3:19])[CH3:20])[cH:11][cH:12][c:13]2[Cl:14])[cH:6][cH:7]1>>[Cl:1][c:2]1[cH:3][cH:4][c:5](-[c:8]2[cH:9][c:10]([CH:15]=[O:16])[cH:11][cH:12][c:13]2[Cl:14])[cH:6][cH:7]1.